This data is from the Open Reaction Database (ORD), a public repository of structured organic reaction records. The task is: describe an organic reaction: reactants, conditions, products, and yield Reactants: CN1CCNCC1 (4-Methylpiperazine), C(C1=CC=CC=C1)N1N=CC2=CC(=CC=C12)NC=1C2=C(N=CN1)C=NC(=C2)Cl ((1-Benzyl-1H-indazol-5-yl)-(6-chloro-pyrido[3,4-d]pyrimidin-4-yl)-amine). Yields the product C(C1=CC=CC=C1)N1N=CC2=CC(=CC=C12)NC=1C2=C(N=CN1)C=NC(=C2)N2CCN(CC2)C ((1-Benzyl-1H-indazol-5-yl)-(6-(4-methyl-piperazin-1-yl)-pyrido[3,4-d]pyrimidin-4-yl)-amine). Reaction SMILES: [CH3:1][N:2]1[CH2:7][CH2:6][NH:5][CH2:4][CH2:3]1.[CH2:8]([N:15]1[C:23]2[C:18](=[CH:19][C:20]([NH:24][C:25]3[C:26]4[CH:34]=[C:33](Cl)[N:32]=[CH:31][C:27]=4[N:28]=[CH:29][N:30]=3)=[CH:21][CH:22]=2)[CH:17]=[N:16]1)[C:9]1[CH:14]=[CH:13][CH:12]=[CH:11][CH:10]=1>>[CH2:8]([N:15]1[C:23]2[C:18](=[CH:19][C:20]([NH:24][C:25]3[C:26]4[CH:34]=[C:33]([N:5]5[CH2:6][CH2:7][N:2]([CH3:1])[CH2:3][CH2:4]5)[N:32]=[CH:31][C:27]=4[N:28]=[CH:29][N:30]=3)=[CH:21][CH:22]=2)[CH:17]=[N:16]1)[C:9]1[CH:14]=[CH:13][CH:12]=[CH:11][CH:10]=1. Procedure: 4-Methylpiperazine was reacted with (1-Benzyl-1H-indazol-5-yl)-(6-chloro-pyrido[3,4-d]pyrimidin-4-yl)-amine as in Example 24 to give the title compound (Procedure C); δH [2H6]DMSO 9.80(1H,s), 8.82(1H,s), 8.47(1H,s), 8.23(1H,s), 8.15(1H,s), 7.75(1H,d), 7.67(1H,d), 7.54(1H,s), 7.28(5H,m), 5.68(2H,s) 3.64(4H,m), 3.34(4H,m), 2.27(3H,s); m/z (M+) 451. The reactants are C(Cl)(Cl)Cl (chloroform), BrC=1C=C(C=O)C=CC1F (3-bromo-4-fluorobenzaldehyde), C([O-])([O-])=O.[K+].[K+] (potassium carbonate), N1C=NC=C1 (imidazole). Run in CO (methanol). Conditions: time 20 hour. Product: BrC=1C=C(C=O)C=CC1N1C=NC=C1 (3-bromo-(4-imidazol-1-yl)benzaldehyde). Isolated yield 64.0%. RXN SMILES: C(Cl)(Cl)Cl.[Br:5][C:6]1[CH:7]=[C:8]([CH:11]=[CH:12][C:13]=1F)[CH:9]=[O:10].C(=O)([O-])[O-].[K+].[K+].[NH:21]1[CH:25]=[CH:24][N:23]=[CH:22]1>CO>[Br:5][C:6]1[CH:7]=[C:8]([CH:11]=[CH:12][C:13]=1[N:21]1[CH:25]=[CH:24][N:23]=[CH:22]1)[CH:9]=[O:10] |f:2.3.4|. Reported procedure: According to the procedure described in the synthesis method of Intermediate Int. n-26 (Synthesis method NG) provided that the reaction was performed for 20 hours, and the column chromatography was performed with chloroform:methanol=100:1, 3-bromo-4-fluorobenzaldehyde (1.246 g, TCI), potassium carbonate (825.1 mg) and imidazole (444 mg, TCI) were reacted and treated to obtain the title compound (Intermediate Int. n-32, 986.1 mg). Product: C1(=CC=CC=C1)CCC(CC(CCC1=CC=CC=C1)=O)=O (1,7-diphenyl-3,5-heptanedione). RXN SMILES: [H-].[Na+].[CH3:3][C:4](=[O:9])[CH2:5][C:6](=[O:8])[CH3:7].CN(C)CCN(C)C.[CH2:18]([Li])[CH2:19][CH2:20][CH3:21].[CH2:23](Cl)[C:24]1[CH:29]=[CH:28][CH:27]=[CH:26][CH:25]=1.Cl.[CH2:32]1[CH2:37]CCC[CH2:33]1>>[C:24]1([CH2:23][CH2:3][C:4](=[O:9])[CH2:5][C:6](=[O:8])[CH2:7][CH2:21][C:20]2[CH:37]=[CH:32][CH:33]=[CH:18][CH:19]=2)[CH:29]=[CH:28][CH:27]=[CH:26][CH:25]=1 |f:0.1|. Starting materials: [H-].[Na+] (sodium hydride), C1CCCCC1 (cyclohexane), CC(CC(C)=O)=O (2,4-pentanedione), C1CCCCC1 (cyclohexane), CN(CCN(C)C)C (N,N,N',N'-tetramethylethylenediamine), C(CCC)[Li] (n-butyllithium), Cl (hydrochloric acid), C(C1=CC=CC=C1)Cl (benzyl chloride), resultant mixture, resultant mixture. Procedure: To a suspension of sodium hydride (60% in oil, 17 g) in dry cyclohexane (200 ml), a solution of 2,4-pentanedione (37 g, 0.37 mol) in dry cyclohexane was added dropwise at room temperature with stirring under nitrogen, and the resultant mixture was stirred for 40 min at the same temperature. To this suspension, N,N,N',N'-tetramethylethylenediamine (91.8 g) was added dropwise, followed by the dropwise addition of n-butyllithium (1.6M in n-hexane solution, 337 g) at 0° C. or lower and the resultant... Run at time 2 hour. The reactants are [H-].[Na+] (sodium hydride), FC(C=1C=C(C=CC1)O)(F)F (3-(trifluoromethyl)phenol), ClC1=NC(=CC=C1)Cl (2,6-dichloropyridine). Solvent: CN(C(C)=O)C (N,N-dimethylacetamide), CN(C(C)=O)C (N,N-dimethylacetamide). Reaction conditions: temperature 90 celsius. The product is ClC1=NC(=CC=C1)OC1=CC(=CC=C1)C(F)(F)F (2-Chloro-6-[3-(trifluoromethyl)phenoxy]pyridine). RXN SMILES: [H-].[Na+].[F:3][C:4]([F:13])([F:12])[C:5]1[CH:6]=[C:7]([OH:11])[CH:8]=[CH:9][CH:10]=1.[Cl:14][C:15]1[CH:20]=[CH:19][CH:18]=[C:17](Cl)[N:16]=1>CN(C)C(=O)C>[Cl:14][C:15]1[CH:20]=[CH:19][CH:18]=[C:17]([O:11][C:7]2[CH:8]=[CH:9][CH:10]=[C:5]([C:4]([F:12])([F:13])[F:3])[CH:6]=2)[N:16]=1 |f:0.1|. Reported procedure: 17.45 g (690 mmol) of sodium hydride (95 percent) was suspended in 420 ml of N,N-dimethylacetamide. 106.7 g (658 mmol) of 3-(trifluoromethyl)phenol was added dropwise over 2 hours at 15° C. The resultant phenate solution was added dropwise over 2.5 hours, under nitrogen, to a solution of 162.4 g (1.097 mol) of 2,6-dichloropyridine in 330 ml of N,N-dimethylacetamide, heated to 90° C. After a further 3 hours of reaction time, the mixture was cooled to room temperature, the precipitate of sodium ch...